This data is from the Open Reaction Database (ORD), a public repository of structured organic reaction records. The task is: describe an organic reaction: reactants, conditions, products, and yield Starting materials: C(C)(C)OC(=O)C=1N=CC=2NC3=CC=C4C(=C3C2C1COC)N=C(O4)C4OC(OC4)(C)C (2-(2,2-dimethyl-1,3-dioxolan-4-yl)-10-methoxymethyl-oxazolo-[4,5-g]-β-carboline-9-carboxylic acid isopropyl ester), FC(C(=O)O)(F)F (trifluoroacetic acid), C([O-])(O)=O.[Na+] (sodium bicarbonate). Solvent: C(Cl)Cl (methylene chloride). Reaction conditions: time 4 hour. The product is C(C)(C)OC(=O)C=1N=CC=2NC3=CC=C4C(=C3C2C1COC)N=C(O4)C(CO)O (2-(1,2-dihydroxyethyl)-10-methoxymethyl-oxazolo-[4,5-g]-β-carboline-9-carboxylic acid isopropyl ester). The yield is 61.6%. RXN SMILES: [CH:1]([O:4][C:5]([C:7]1[N:8]=[CH:9][C:10]2[NH:11][C:12]3[C:17]([C:18]=2[C:19]=1[CH2:20][O:21][CH3:22])=[C:16]1[N:23]=[C:24]([CH:26]2[CH2:30][O:29]C(C)(C)[O:27]2)[O:25][C:15]1=[CH:14][CH:13]=3)=[O:6])([CH3:3])[CH3:2].FC(F)(F)C(O)=O.C(=O)(O)[O-].[Na+]>C(Cl)Cl>[CH:1]([O:4][C:5]([C:7]1[N:8]=[CH:9][C:10]2[NH:11][C:12]3[C:17]([C:18]=2[C:19]=1[CH2:20][O:21][CH3:22])=[C:16]1[N:23]=[C:24]([CH:26]([OH:27])[CH2:30][OH:29])[O:25][C:15]1=[CH:14][CH:13]=3)=[O:6])([CH3:3])[CH3:2] |f:2.3|. Reported procedure: A solution of 200 mg of 2-(2,2-dimethyl-1,3-dioxolan-4-yl)-10-methoxymethyl-oxazolo-[4,5-g]-β-carboline-9-carboxylic acid isopropyl ester in 20 ml of methylene chloride is mixed drop by drop at room temperature with 1 ml of trifluoroacetic acid, and it is stirred at room temperature under protective gas for another 4 hours. The reaction solution is neutralized with the equimolar amount of sodium bicarbonate solution. The precipitated solid product is suctioned off and washed with methylene chlor... The reactants are solution, Cl (hydrogen chloride), N1(CCOCC1)C1=CC(=NC=N1)N1NC=C(C1=O)N1N=NC=C1 (2-(6-Morpholin-4-ylpyrimidin-4-yl)-4-(1H-1,2,3-triazol-1-yl)-1,2-dihydro-3H-pyrazol-3-one). Solvent: O1CCOCC1 (dioxane), O1CCOCC1 (dioxane). Product: Cl.N1(CCOCC1)C1=CC(=NC=N1)N1NC=C(C1=O)N1N=NC=C1 (2-(6-Morpholin-4-ylpyrimidin-4-yl)-4-(1H-1,2,3-triazol-1-yl)-1,2-dihydro-3H-pyrazol-3-one hydrochloride). Reaction SMILES: [ClH:1].[N:2]1([C:8]2[N:13]=[CH:12][N:11]=[C:10]([N:14]3[C:18](=[O:19])[C:17]([N:20]4[CH:24]=[CH:23][N:22]=[N:21]4)=[CH:16][NH:15]3)[CH:9]=2)[CH2:7][CH2:6][O:5][CH2:4][CH2:3]1>O1CCOCC1>[ClH:1].[N:2]1([C:8]2[N:13]=[CH:12][N:11]=[C:10]([N:14]3[C:18](=[O:19])[C:17]([N:20]4[CH:24]=[CH:23][N:22]=[N:21]4)=[CH:16][NH:15]3)[CH:9]=2)[CH2:3][CH2:4][O:5][CH2:6][CH2:7]1 |f:3.4|. Procedure: Batch 1: 7.5 ml of a 4 N solution of hydrogen chloride in dioxane are added to 1.7 g (5.4 mmol) of the compound from Example 71. The mixture is stirred at RT, 5 ml dioxane are added and the mixture is stirred at RT for 16 h. The solid is filtered off and washed with 5 ml dioxane. The mixture is dried under a high vacuum for 16 h, 10 ml methanol are then added and the mixture is stirred at RT for 1 h. The solid is filtered off, washed with 4 ml methanol and dried under a high vacuum. 1.6 g of the... Starting materials: FC1(C2CC2)CNC1, CCN(C(C)C)C(C)C, Cl, C1COCCO1, O=C(CC(F)(F)F)Nc1ccc(Sc2nc(Cl)cc(Nc3ncns3)n2)cc1. The product is O=C(CC(F)(F)F)Nc1ccc(Sc2nc(Nc3ncns3)cc(N3CC(F)(C4CC4)C3)n2)cc1. As a reaction SMILES: [CH:30]1([C:33]2([F:37])[CH2:34][NH:35][CH2:36]2)[CH2:31][CH2:32]1.[CH:38]([N:39]([CH2:40][CH3:41])[CH:42]([CH3:43])[CH3:44])([CH3:45])[CH3:46].[ClH:29].[O:47]1[CH2:48][CH2:49][O:50][CH2:51][CH2:52]1.[s:1]1[n:2][cH:3][n:4][c:5]1[NH:6][c:7]1[n:8][c:9]([S:14][c:15]2[cH:16][cH:17][c:18]([NH:21][C:22]([CH2:23][C:24]([F:25])([F:26])[F:27])=[O:28])[cH:19][cH:20]2)[n:10][c:11]([Cl:13])[cH:12]1>>[s:1]1[n:2][cH:3][n:4][c:5]1[NH:6][c:7]1[n:8][c:9]([S:14][c:15]2[cH:16][cH:17][c:18]([NH:21][C:22]([CH2:23][C:24]([F:25])([F:26])[F:27])=[O:28])[cH:19][cH:20]2)[n:10][c:11]([N:35]2[CH2:34][C:33]([CH:30]3[CH2:31][CH2:32]3)([F:37])[CH2:36]2)[cH:12]1. Reactants: O1C=CC=C1 (furan), COC(C(C)(C)C1=CC=C(C=C1)Br)=O (2-(4-Bromo-phenyl)-2-methyl-propionic acid methyl ester). Reagents/catalysts: C=1C=CC(=CC1)[P](C=2C=CC=CC2)(C=3C=CC=CC3)[Pd]([P](C=4C=CC=CC4)(C=5C=CC=CC5)C=6C=CC=CC6)([P](C=7C=CC=CC7)(C=8C=CC=CC8)C=9C=CC=CC9)[P](C=1C=CC=CC1)(C=1C=CC=CC1)C=1C=CC=CC1 ((Ph3P)4Pd). The solvent is CN(C)CCN(C)C.C1CCOC1 (TMEDA THF), hexanes, CCOCC (ether). Conditions: temperature 60 celsius, time 45 minute. Product: COC(C(C)(C)C1=CC=C(C=C1)C=1OC=CC1)=O (2-(4-(furan-2-yl)-phenyl)-2-methyl-propionic acid methyl ester). The yield is 89.8%. As a reaction SMILES: [O:1]1[CH:5]=[CH:4][CH:3]=[CH:2]1.[CH3:6][O:7][C:8](=[O:19])[C:9]([C:12]1[CH:17]=[CH:16][C:15](Br)=[CH:14][CH:13]=1)([CH3:11])[CH3:10]>CN(CCN(C)C)C.C1COCC1.CCOCC.C1C=CC([P]([Pd]([P](C2C=CC=CC=2)(C2C=CC=CC=2)C2C=CC=CC=2)([P](C2C=CC=CC=2)(C2C=CC=CC=2)C2C=CC=CC=2)[P](C2C=CC=CC=2)(C2C=CC=CC=2)C2C=CC=CC=2)(C2C=CC=CC=2)C2C=CC=CC=2)=CC=1>[CH3:6][O:7][C:8](=[O:19])[C:9]([C:12]1[CH:13]=[CH:14][C:15]([C:2]2[O:1][CH:5]=[CH:4][CH:3]=2)=[CH:16][CH:17]=1)([CH3:11])[CH3:10] |f:2.3,^1:41,43,62,81|. Procedure details: To a cooled (0° C.) solution of furan (5.7 mL, 78 mmol) in TMEDA/THF (81.4 mL, 14/86) is added n-buLi (15 mL, 2.5 M in hexanes). The cold bath is removed and the resulting solution stirred for 45 minutes, then a solution of ZnCl2 in THF added (40 mL, 0.5M). To this solution is added (Ph3P)4Pd (1.0 g, 0.86 mmol) and 2-(4-Bromo-phenyl)-2-methyl-propionic acid methyl ester (4.5 g, 17.5 mmol) (reference example 31 a). The resulting solution is warmed to 60° C. and stirred for 3 hours. The reaction m... The yield is 62.2%. The product is ClCCCN1C[C@H](CC1)F ((3S)-1-(3-chloropropyl)-3-fluoropyrrolidine). Reactants: S(=O)(Cl)Cl (thionyl chloride), F[C@@H]1CN(CC1)CCCO (3-[(3S)-3-fluoropyrrolidin-1-yl]propan-1-ol). Reported procedure: 0.143 g (1.2 mmol) of thionyl chloride was added to a solution (ice bath) of 0.143 g (1.0 mmol) of 3-[(3S)-3-fluoropyrrolidin-1-yl]propan-1-ol. The reaction mixture was stirred for 2 h at 50° C. and concentrated in vacuo to give 0.103 g (50%, 3 steps) of (3S)-1-(3-chloropropyl)-3-fluoropyrrolidine. Run at temperature 50 celsius, time 2 hour. RXN SMILES: S(Cl)([Cl:3])=O.[F:5][C@H:6]1[CH2:10][CH2:9][N:8]([CH2:11][CH2:12][CH2:13]O)[CH2:7]1>>[Cl:3][CH2:13][CH2:12][CH2:11][N:8]1[CH2:9][CH2:10][C@H:6]([F:5])[CH2:7]1. The reactants are C(C)(=O)OCC (ethyl acetate), ArH, CCCCCC (n-Hexane), ArH, 131, C12H12O3, 132, [K+].[Br-] (KBr), ArH, 160. Yields the product C(C)OCC=1C(OC2=CC=CC=C2C1)=O (3-Ethoxymethylcoumarin). Reaction SMILES: [C:1]([O:4][CH2:5][CH3:6])(=[O:3])[CH3:2].[K+].[Br-].C[CH2:10][CH2:11][CH2:12][CH2:13][CH3:14]>>[CH2:1]([O:4][CH2:5][C:2]1[C:1](=[O:3])[O:4][C:5]2[C:11]([CH:10]=1)=[CH:12][CH:13]=[CH:14][CH:6]=2)[CH3:2] |f:1.2|. Procedure: (0.15 g, 73%); m.p.: 95-96° C., Rf=0.38 (ethyl acetate:n-Hexane=1:5); IR (KBr cm−1): 2970, 2924, 2863, 2341, 1717, 1605, 1574, 1447, 1384, 1283, 1172, 1116, 1061, 919, 756, 630; 1H-NMR (400 MHz, CDCl3) δ/ppm: 1.31 (3H, t, J=7.0 Hz, OCH2CH3), 3.68 (2H, q, J=7.0 Hz, OCH2CH3), 4.46 (2H, d, J=1.6 Hz, CH2OCH2CH3), 7.28 (1H, td, J=7.6, 1.2 Hz, ArH), 7.34 (1H, d, J=8.0 Hz, ArH), 7.48-7.52 (2H, ArH), 7.81 (1H, t, J=1.6 Hz, H-4); 13C-NMR (100 MHz, CDCl3) δ/ppm: 15.2, 66.9, 66.9, 116.5, 119.2, 124.4, 126.... Starting materials: N(=[N+]=[N-])[Sn](CCCC)(CCCC)CCCC (azidotributyltin), FC(C=1C=C(CN(C2C3=C(N(CCC2)C(=O)OC(C)C)C=C(C=C3)Cl)C#N)C=C(C1)C(F)(F)F)(F)F ((+/−)-isopropyl 5-[(3,5-bistrifluoromethyl-benzyl)-cyano-amino]-8-chloro-2,3,4,5-tetrahydrobenzo[b]azepine-1-carboxylate), C(C)(=O)OCC (ethyl acetate), Cl (HCl). Solvent: C1(=CC=CC=C1)C (toluene). Run at temperature 80 celsius, time 8 hour. Product: FC(C=1C=C(CN(C2C3=C(N(CCC2)C(=O)OC(C)C)C=C(C=C3)Cl)C3=NN=NN3)C=C(C1)C(F)(F)F)(F)F ((+/−)-isopropyl 5-[(3,5-bistrifluoromethyl-benzyl)-(1H-tetrazol-5-yl)-amino]-8-chloro-2,3,4,5-tetrahydrobenzo[b]azepine-1-carboxylate). Reaction SMILES: [N:1]([Sn](CCCC)(CCCC)CCCC)=[N+:2]=[N-:3].[F:17][C:18]([F:52])([F:51])[C:19]1[CH:20]=[C:21]([CH:44]=[C:45]([C:47]([F:50])([F:49])[F:48])[CH:46]=1)[CH2:22][N:23]([C:42]#[N:43])[CH:24]1[CH2:30][CH2:29][CH2:28][N:27]([C:31]([O:33][CH:34]([CH3:36])[CH3:35])=[O:32])[C:26]2[CH:37]=[C:38]([Cl:41])[CH:39]=[CH:40][C:25]1=2.C(OCC)(=O)C.Cl>C1(C)C=CC=CC=1>[F:50][C:47]([F:48])([F:49])[C:45]1[CH:44]=[C:21]([CH:20]=[C:19]([C:18]([F:17])([F:51])[F:52])[CH:46]=1)[CH2:22][N:23]([C:42]1[NH:3][N:2]=[N:1][N:43]=1)[CH:24]1[CH2:30][CH2:29][CH2:28][N:27]([C:31]([O:33][CH:34]([CH3:36])[CH3:35])=[O:32])[C:26]2[CH:37]=[C:38]([Cl:41])[CH:39]=[CH:40][C:25]1=2. Reported procedure: Add azidotributyltin (0.19 mL, 0.68 mmol) to a solution of (+/−)-isopropyl 5-[(3,5-bistrifluoromethyl-benzyl)-cyano-amino]-8-chloro-2,3,4,5-tetrahydrobenzo[b]azepine-1-carboxylate (180 mg, 0.34 mmol) in toluene (3.6 mL). Stir the mixture at 80° C. overnight. Cool down the mixture to room temperature; add ethyl acetate and 1N HCl (8.2 mL) and stir at room temperature for 1 h. Separate the layers, wash the organic phase with saturated KF, then with brine, dry over anhydrous sodium sulfate, filter ... Starting materials: C12(CC3CC(CC(C1)C3)C2)CC(=O)Cl (1-Adamantaneacetyl chloride), N1=CC=CC=C1 (pyridine), NN1C(=NC2=CC=CC=C2C1=O)C(C)C (3-Amino-2-isopropyl-4(3H)-quinazolinone). Solvent: C(Cl)(Cl)Cl (chloroform). Run at time 22 hour. Yields the product C12(CC3CC(CC(C1)C3)C2)CC(=O)NN2C(=NC3=CC=CC=C3C2=O)C(C)C (2-(1-adamantyl)-N-(2-isopropyl-4-oxoquinazolin-3(4H)-yl)acetamide). Yield: 41.9%. As a reaction SMILES: [NH2:1][N:2]1[C:11](=[O:12])[C:10]2[C:5](=[CH:6][CH:7]=[CH:8][CH:9]=2)[N:4]=[C:3]1[CH:13]([CH3:15])[CH3:14].[C:16]12([CH2:26][C:27](Cl)=[O:28])[CH2:25][CH:20]3[CH2:21][CH:22]([CH2:24][CH:18]([CH2:19]3)[CH2:17]1)[CH2:23]2.N1C=CC=CC=1>C(Cl)(Cl)Cl>[C:16]12([CH2:26][C:27]([NH:1][N:2]3[C:11](=[O:12])[C:10]4[C:5](=[CH:6][CH:7]=[CH:8][CH:9]=4)[N:4]=[C:3]3[CH:13]([CH3:15])[CH3:14])=[O:28])[CH2:23][CH:22]3[CH2:21][CH:20]([CH2:19][CH:18]([CH2:24]3)[CH2:17]1)[CH2:25]2. Reported procedure: 3-Amino-2-isopropyl-4(3H)-quinazolinone (Aldrich, 97.5 mg, 0.48 mmol) was dissolved in chloroform (5 mL). 1-Adamantaneacetyl chloride (107.0 mg, 0.50 mmol) and pyridine (100 μL, 1.24 mmol) were added, and the reaction was allowed to stir at ambient temperature for 22 hours. The reaction mixture was concentrated and the residue was purified by preparative HPLC on a Waters Nova-Pak® HR C18 6 μm 60 {acute over (Å)} Prep-Pak® cartridge column (40 mm×100 mm) using a gradient of 10% to 100% acetonitri... The reactants are [OH-].[NH4+] (ammonium hydroxide), FC(OC1=CC=C(N)C=C1)(F)F (4-(trifluormethoxy)-aniline), ice water, [N+](=O)(O)[O-] (nitric acid). The solvent is S(O)(O)(=O)=O (sulfuric acid), S(O)(O)(=O)=O (sulfuric acid). Run at temperature 0 celsius, time 3 hour. Yields the product [N+](=O)([O-])C=1C=C(N)C=CC1OC(F)(F)F (3-nitro-4-(trifluormethoxy)-aniline). As a reaction SMILES: [F:1][C:2]([F:12])([F:11])[O:3][C:4]1[CH:10]=[CH:9][C:7]([NH2:8])=[CH:6][CH:5]=1.[N+:13]([O-])([OH:15])=[O:14].[OH-].[NH4+]>S(=O)(=O)(O)O>[N+:13]([C:5]1[CH:6]=[C:7]([CH:9]=[CH:10][C:4]=1[O:3][C:2]([F:11])([F:12])[F:1])[NH2:8])([O-:15])=[O:14] |f:2.3|. Procedure: 20 g (112.9 mmol) 4-(trifluormethoxy)-aniline were dissolved in to 50ml conc. sulfuric acid and treated at −5° C. with a mixture of 24 ml conc. sulfuric acid and 6 ml nitric acid. After stirring the mixture at 0° C. for 3 h, the reaction mixture was poured on 1 L ice water and made alkaline with 200 ml conc. aqueous ammonium hydroxide. The resulting solution was extracted with ethyl acetate, the combined organic phases were dried and evaporated to dryness. The residue was purified by flash chrom...